Dataset: the Open Reaction Database (ORD), a public repository of structured organic reaction records. Task: describe an organic reaction: reactants, conditions, products, and yield Starting materials: CNC, COc1cc(C=O)cc(OC)c1OC. Product: COc1cc(C=O)cc(OC)c1O. RXN SMILES: [CH3:15][NH:16][CH3:17].[CH3:1][O:2][c:3]1[cH:4][c:5]([CH:6]=[O:7])[cH:8][c:9]([O:13][CH3:14])[c:10]1[O:11][CH3:12]>>[CH3:1][O:2][c:3]1[cH:4][c:5]([CH:6]=[O:7])[cH:8][c:9]([O:13][CH3:14])[c:10]1[OH:11]. The reactants are CN1C(=C(C2=CC=C(C=C12)OC(C1=CC=C(C=C1)Cl)=O)C(C1=CC=C(C=C1)Cl)=O)CC(C(=O)OC)(C)C (Methyl 3-[N-methyl-6-(p-chlorobenzoyloxy)-3-(p-chlorobenzoyl)indol-2-yl]-2,2-dimethylpropanoate), [BH3-]C#N.[Na+] (NaBH3CN). The reagents and catalysts are [Zn+2].[I-].[I-] (ZnI2). Solvent: ClCCCl (1,2-dichloroethane). Run at temperature 65 celsius. Yields the product CN1C(=C(C2=CC=C(C=C12)OC(C1=CC=C(C=C1)Cl)=O)CC1=CC=C(C=C1)Cl)CC(C(=O)OC)(C)C (Methyl 3-[N-methyl-3-(p-chlorobenzyl)-6-(p-chlorobenzoyloxy)indol-2-yl]-2,2-dimethylpropanoate). RXN SMILES: [CH3:1][N:2]1[C:10]2[C:5](=[CH:6][CH:7]=[C:8]([O:11][C:12](=[O:20])[C:13]3[CH:18]=[CH:17][C:16]([Cl:19])=[CH:15][CH:14]=3)[CH:9]=2)[C:4]([C:21](=O)[C:22]2[CH:27]=[CH:26][C:25]([Cl:28])=[CH:24][CH:23]=2)=[C:3]1[CH2:30][C:31]([CH3:37])([CH3:36])[C:32]([O:34][CH3:35])=[O:33].[BH3-]C#N.[Na+]>ClCCCl.[Zn+2].[I-].[I-]>[CH3:1][N:2]1[C:10]2[C:5](=[CH:6][CH:7]=[C:8]([O:11][C:12](=[O:20])[C:13]3[CH:18]=[CH:17][C:16]([Cl:19])=[CH:15][CH:14]=3)[CH:9]=2)[C:4]([CH2:21][C:22]2[CH:27]=[CH:26][C:25]([Cl:28])=[CH:24][CH:23]=2)=[C:3]1[CH2:30][C:31]([CH3:37])([CH3:36])[C:32]([O:34][CH3:35])=[O:33] |f:1.2,4.5.6|. Procedure details: To a solution of 500 mg of the benzoyl derivative from Step D of Example 24 in 10 mL of 1,2-dichloroethane were added 1.19 g of ZnI2 and 700 mg of NaBH3CN. The mixture was heated at 65° C. for 5 hours and cooled to R.T. The mixture was quenched with 1N aq. HCl and extracted with CH2Cl2. The extracts were washed with brine, dried over Na2SO4 and evaporated to dryness to give an oil which was chromatographed on flash silica gel using ethyl acetate:hexane (15:85) as eluant to isolate the title comp... Starting materials: ClCC1=NN(C=C1)C1=C(C(=O)OCC)C=CC=N1 (Ethyl 2-(3-(chloromethyl)-1H-pyrazol-1-yl)nicotinate), CC1CNCC(O1)C (2,6-dimethylmorpholine), CO3. Solvent: C(C)#N (acetonitrile). Yields the product CC1OC(CN(C1)CC1=NN(C=C1)C1=C(C(=O)OCC)C=CC=N1)C (Ethyl 2-(3-((2,6-dimethylmorpholino)methyl)-1H-pyrazol-1-yl)nicotinate). Yield: 103.3%. RXN SMILES: Cl[CH2:2][C:3]1[CH:7]=[CH:6][N:5]([C:8]2[N:18]=[CH:17][CH:16]=[CH:15][C:9]=2[C:10]([O:12][CH2:13][CH3:14])=[O:11])[N:4]=1.[CH3:19][CH:20]1[O:25][CH:24]([CH3:26])[CH2:23][NH:22][CH2:21]1>C(#N)C>[CH3:26][CH:24]1[CH2:23][N:22]([CH2:2][C:3]2[CH:7]=[CH:6][N:5]([C:8]3[N:18]=[CH:17][CH:16]=[CH:15][C:9]=3[C:10]([O:12][CH2:13][CH3:14])=[O:11])[N:4]=2)[CH2:21][CH:20]([CH3:19])[O:25]1. Procedure details: Ethyl 2-(3-(chloromethyl)-1H-pyrazol-1-yl)nicotinate (650 mg, 2.446 mmol), 2,6-dimethylmorpholine (0.482 mL, 3.91 mmol) and K2 CO3 (1082 mg, 7.83 mmol) in acetonitrile (25 mL) were stirred over night at room temperature. The mixture was concentrated, the remaining solid partitioned between 60 mL of water and dichloromethane, the organic layer separated, dried (MgSO4), filtered and concentrated again to yield 870 mg of the title compound as clear oil; ESI-MS [M+H]+: 345.2. Reactants: CCOc1cc(-c2cc(C(F)(F)F)nc(-c3cccc(Br)c3)n2)ccc1C(F)(F)F, CC1(C)OB(c2ccc(N)nc2)OC1(C)C. The product is CCOc1cc(-c2cc(C(F)(F)F)nc(-c3cccc(-c4ccc(N)nc4)c3)n2)ccc1C(F)(F)F. RXN SMILES: [Br:1][c:2]1[cH:3][c:4](-[c:8]2[n:9][c:10]([C:27]([F:28])([F:29])[F:30])[cH:11][c:12](-[c:14]3[cH:15][c:16]([O:24][CH2:25][CH3:26])[c:17]([C:20]([F:21])([F:22])[F:23])[cH:18][cH:19]3)[n:13]2)[cH:5][cH:6][cH:7]1.[NH2:31][c:32]1[n:33][cH:34][c:35]([B:38]2[O:39][C:40]([CH3:41])([CH3:42])[C:43]([CH3:44])([CH3:45])[O:46]2)[cH:36][cH:37]1>>[c:2]1(-[c:35]2[cH:34][n:33][c:32]([NH2:31])[cH:37][cH:36]2)[cH:3][c:4](-[c:8]2[n:9][c:10]([C:27]([F:28])([F:29])[F:30])[cH:11][c:12](-[c:14]3[cH:15][c:16]([O:24][CH2:25][CH3:26])[c:17]([C:20]([F:21])([F:22])[F:23])[cH:18][cH:19]3)[n:13]2)[cH:5][cH:6][cH:7]1.